Dataset: the Open Reaction Database (ORD), a public repository of structured organic reaction records. Task: describe an organic reaction: reactants, conditions, products, and yield Reactants: C(CCC=C)(=O)C1=CC=CC=C1 (4-pentenophenone), N1CCCC1 (pyrrolidine), B(F)(F)F.CCOCC (boron trifluoride etherate), O (water), 4A. Solvent: C1(=CC=CC=C1)C (toluene). The product is C1(=CC=CC=C1)C(=CCC=C)N1CCCC1 (1-(1-phenyl-1,4-pentadienyl) pyrrolidine). The yield is 78.9%. As a reaction SMILES: [C:1]([C:7]1[CH:12]=[CH:11][CH:10]=[CH:9][CH:8]=1)(=O)[CH2:2][CH2:3][CH:4]=[CH2:5].[NH:13]1[CH2:17][CH2:16][CH2:15][CH2:14]1.B(F)(F)F.CCOCC.O>C1(C)C=CC=CC=1>[C:7]1([C:1]([N:13]2[CH2:17][CH2:16][CH2:15][CH2:14]2)=[CH:2][CH2:3][CH:4]=[CH2:5])[CH:12]=[CH:11][CH:10]=[CH:9][CH:8]=1 |f:2.3|. Reported procedure: In 50 ml of toluene, 1.60 g of 4-pentenophenone, 2.13 g of pyrrolidine and 0.14 g of boron trifluoride etherate were dissolved. The mixture was refluxed for 46 hours using a Cope water separator and molecular sieve 4A as the dehydrating agent. After having distilled out the solvent under a reduced pressure, the residue was subjected to a distillation under a reduced pressure to obtain 1.68 g of the desired enamine (yield: 79%). Reaction SMILES: C(N(CC)C(C1C=C(C2C=NN(CCCO)C=2)C=CC=1NC1C(C(F)(F)F)=CN=C(NC2C=CC(CP(=O)(O)OCC)=CC=2OC)N=1)=O)C.[OH:50][CH2:51][CH:52]([CH3:96])[CH2:53][N:54]1[CH:58]=[C:57]([C:59]2[N:64]=[C:63]([C:65](=[O:68])[NH:66][CH3:67])[C:62]([NH:69][C:70]3[C:75]([C:76]([F:79])([F:78])[F:77])=[CH:74][N:73]=[C:72]([NH:80][C:81]4[CH:95]=[CH:94][C:84]([CH2:85][P:86](=[O:93])([O:90]CC)[O:87][CH2:88][CH3:89])=[CH:83][CH:82]=4)[N:71]=3)=[CH:61][CH:60]=2)[CH:56]=[N:55]1>>[OH:50][CH2:51][CH:52]([CH3:96])[CH2:53][N:54]1[CH:58]=[C:57]([C:59]2[N:64]=[C:63]([C:65](=[O:68])[NH:66][CH3:67])[C:62]([NH:69][C:70]3[C:75]([C:76]([F:78])([F:79])[F:77])=[CH:74][N:73]=[C:72]([NH:80][C:81]4[CH:82]=[CH:83][C:84]([CH2:85][P:86](=[O:90])([OH:93])[O:87][CH2:88][CH3:89])=[CH:94][CH:95]=4)[N:71]=3)=[CH:61][CH:60]=2)[CH:56]=[N:55]1. Procedure details: Prepared analogously to Compound 3A using diethyl (4-{[4-({6-[1-(3-hydroxy-2-methylpropyl)-1H-pyrazol-4-yl]-2-(methylcarbamoyl)pyridin-3-yl}amino)-5-(trifluoromethyl)pyrimidin-2-yl]amino}benzyl)phosphonate (Compound 20B). 1H NMR (CD3OD, 400 MHz): δ=9.20 (br. s., 1H), 8.51 (br. s., 1H), 8.34 (s, 1H), 8.25 (s, 1H), 7.78 (d, J=8.8 Hz, 1H), 7.42 (br. s., 2H), 7.35 (d, J=6.6 Hz, 2H), 4.29 (dd, J=6.6, 13.6 Hz, 1H), 4.15-4.04 (m, 1H), 3.85 (t, J=6.9 Hz, 2H), 3.48 (d, J=5.3 Hz, 2H), 3.05-2.91 (m, 5H), 2... Product: OCC(CN1N=CC(=C1)C1=CC=C(C(=N1)C(NC)=O)NC1=NC(=NC=C1C(F)(F)F)NC1=CC=C(CP(OCC)(O)=O)C=C1)C (ethyl hydrogen (4-{[4-({6-[1-(3-hydroxy-2-methylpropyl)-1H-pyrazol-4-yl]-2-(methylcarbamoyl)pyridin-3-yl}amino)-5-(trifluoromethyl)pyrimidin-2-yl]amino}benzyl)phosphonate). Reactants: C(C)N(C(=O)C1=C(C=CC(=C1)C=1C=NN(C1)CCCO)NC1=NC(=NC=C1C(F)(F)F)NC1=C(C=C(CP(OCC)(O)=O)C=C1)OC)CC (Ethyl hydrogen (4-{[4-({2-(diethylcarbamoyl)-4-[1-(3-hydroxypropyl)-1H-pyrazol-4-yl]phenyl}amino)-5-(trifluoromethyl)pyrimidin-2-yl]amino}-3-methoxybenzyl)phosphonate), OCC(CN1N=CC(=C1)C1=CC=C(C(=N1)C(NC)=O)NC1=NC(=NC=C1C(F)(F)F)NC1=CC=C(CP(OCC)(OCC)=O)C=C1)C (diethyl (4-{[4-({6-[1-(3-hydroxy-2-methylpropyl)-1H-pyrazol-4-yl]-2-(methylcarbamoyl)pyridin-3-yl}amino)-5-(trifluoromethyl)pyrimidin-2-yl]amino}benzyl)phosphonate), OCC(CN1N=CC(=C1)C1=CC=C(C(=N1)C(NC)=O)NC1=NC(=NC=C1C(F)(F)F)NC1=CC=C(CP(OCC)(OCC)=O)C=C1)C (diethyl (4-{[4-({6-[1-(3-hydroxy-2-methylpropyl)-1H-pyrazol-4-yl]-2-(methylcarbamoyl)pyridin-3-yl}amino)-5-(trifluoromethyl)pyrimidin-2-yl]amino}benzyl)phosphonate). The reactants are O=C1NC(C2=CC=CC=C12)CC(=O)O (2,3-dihydro-3-oxo-1H-isoindole-1-acetic acid), C1(=CC=C(C=C1)S(=O)(=O)O)C (p-toluene-sulfonic acid). The solvent is C(C)O (ethanol). Conditions: time 4 hour. Product: O=C1NC(C2=CC=CC=C12)CC(=O)OCC (ethyl 1,3-dihydro-3-oxo-2H-isoindole-1-acetate). RXN SMILES: [O:1]=[C:2]1[C:10]2[C:5](=[CH:6][CH:7]=[CH:8][CH:9]=2)[CH:4]([CH2:11][C:12]([OH:14])=[O:13])[NH:3]1.[C:15]1(C)C=CC(S(O)(=O)=O)=C[CH:16]=1>C(O)C>[O:1]=[C:2]1[C:10]2[C:5](=[CH:6][CH:7]=[CH:8][CH:9]=2)[CH:4]([CH2:11][C:12]([O:14][CH2:15][CH3:16])=[O:13])[NH:3]1. Procedure: A solution of 2,3-dihydro-3-oxo-1H-isoindole-1-acetic acid (described by F. M. Rowe et al., cited above, 2.0 g) in ethanol (40 ml) containing p-toluene-sulfonic acid (0.10 g) is refluxed with stirring for 4.0 hr. Most of the ethanol is evaporated and the residue is dissolved in chloroform. The solution is washed with water, dried and evaporated. The residue (2.2 g) is crystallized from benzenehexane to give ethyl 1,3-dihydro-3-oxo-2H-isoindole-1-acetate, mp 116°-118° C. The reactants are IV, SC1=C(C#N)C=CC=C1 (2-mercaptobenzonitrile), C(C)(=O)O[C@H]1[C@H](SC[C@H]([C@@H]1OC(C)=O)OC(C)=O)Br (2,3,4-tri-O-acetyl-5-thio-α-D-xylopyranosyl bromide). Reagents/catalysts: [O-2].[Zn+2] (zinc oxide). The product is C(C)(=O)O[C@H]1[C@H](SC2=C(C=CC=C2)C#N)SC[C@H]([C@@H]1OC(C)=O)OC(C)=O (2-cyanophenyl 2,3,4-tri-O-acetyl-1,5-dithio-β-D-xylopyranoside). The yield is 60.0%. RXN SMILES: [SH:1][C:2]1[CH:9]=[CH:8][CH:7]=[CH:6][C:3]=1[C:4]#[N:5].[C:10]([O:13][C@@H:14]1[C@@H:19]([O:20][C:21](=[O:23])[CH3:22])[C@H:18]([O:24][C:25](=[O:27])[CH3:26])[CH2:17][S:16][C@@H:15]1Br)(=[O:12])[CH3:11]>[O-2].[Zn+2]>[C:10]([O:13][C@@H:14]1[C@@H:19]([O:20][C:21](=[O:23])[CH3:22])[C@H:18]([O:24][C:25](=[O:27])[CH3:26])[CH2:17][S:16][C@H:15]1[S:1][C:2]1[CH:9]=[CH:8][CH:7]=[CH:6][C:3]=1[C:4]#[N:5])(=[O:12])[CH3:11] |f:2.3|. Procedure details: If the procedure described in Preparation IV is followed starting from 10.7 g (79.2.10-3 mol) of 2-mercaptobenzonitrile, 30.2 g (85.10-3 mol) of 2,3,4-tri-O-acetyl-5-thio-α-D-xylopyranosyl bromide and 6.3 g (77.4.10-3 mol) of zinc oxide (ZnO), 19.3 g (yield: 60%) of the expected product are obtained after crystallization from ether. Starting materials: OC1=CC=C(C=C1)C1C(CN(CC1)C(=O)OCC1=CC=CC=C1)OCC=1C=CC2=C(N(CCO2)CCCOC)C1 (benzyl 4-(4-hydroxyphenyl)-3-[4-(3-methoxypropyl)-3,4-dihydro-2H-benzo[1,4]oxazin-6-ylmethoxy]piperidine-1-carboxylate), C(C1=CC=CC=C1)Br (benzyl bromide). Yields the product C(C1=CC=CC=C1)OC1=CC=C(C=C1)C1C(CN(CC1)C(=O)OCC1=CC=CC=C1)OCC=1C=CC2=C(N(CCO2)CCCOC)C1 (Benzyl 4-(4-benzyloxyphenyl)-3-[4-(3-methoxypropyl)-3,4-dihydro-2H-benzo[1,4]oxazin-6-ylmethoxy]piperidine-1-carboxylate). As a reaction SMILES: [OH:1][C:2]1[CH:7]=[CH:6][C:5]([CH:8]2[CH2:13][CH2:12][N:11]([C:14]([O:16][CH2:17][C:18]3[CH:23]=[CH:22][CH:21]=[CH:20][CH:19]=3)=[O:15])[CH2:10][CH:9]2[O:24][CH2:25][C:26]2[CH:27]=[CH:28][C:29]3[O:34][CH2:33][CH2:32][N:31]([CH2:35][CH2:36][CH2:37][O:38][CH3:39])[C:30]=3[CH:40]=2)=[CH:4][CH:3]=1.[CH2:41](Br)[C:42]1[CH:47]=[CH:46][CH:45]=[CH:44][CH:43]=1>>[CH2:41]([O:1][C:2]1[CH:7]=[CH:6][C:5]([CH:8]2[CH2:13][CH2:12][N:11]([C:14]([O:16][CH2:17][C:18]3[CH:19]=[CH:20][CH:21]=[CH:22][CH:23]=3)=[O:15])[CH2:10][CH:9]2[O:24][CH2:25][C:26]2[CH:27]=[CH:28][C:29]3[O:34][CH2:33][CH2:32][N:31]([CH2:35][CH2:36][CH2:37][O:38][CH3:39])[C:30]=3[CH:40]=2)=[CH:4][CH:3]=1)[C:42]1[CH:47]=[CH:46][CH:45]=[CH:44][CH:43]=1. Procedure: Analogously to Example 308a, 0.103 g of benzyl 4-(4-hydroxyphenyl)-3-[4-(3-methoxypropyl)-3,4-dihydro-2H-benzo[1,4]oxazin-6-ylmethoxy]piperidine-1-carboxylate and 0.0533 g of benzyl bromide are reacted. The title compound is obtained as a colourless oil. Rf=0.23 (1:1 EtOAc-heptane); Rt=5.95. Reactants: C1(=CC=CC=C1)C(C=CC1=CC(=C(C(=C1)C(F)(F)F)O)OC)=O (1-Phenyl-3-(3-methoxy-4-hydroxy-5-trifluoromethylphenyl)-prop-2-en-1-one), B(Br)(Br)Br (BBr3), Cl (hydrochloric acid). Run in C(Cl)Cl (CH2Cl2), ClCCl (dichloromethane). Run at time 20 minute. Yields the product C1(=CC=CC=C1)C(C=CC1=CC(=C(C(=C1)C(F)(F)F)O)O)=O (1-Phenyl-3-(3,4-dihydroxy-5-trifluoromethylphenyl)-prop-2-en-1-one). As a reaction SMILES: [C:1]1([C:7](=[O:23])[CH:8]=[CH:9][C:10]2[CH:15]=[C:14]([C:16]([F:19])([F:18])[F:17])[C:13]([OH:20])=[C:12]([O:21]C)[CH:11]=2)[CH:6]=[CH:5][CH:4]=[CH:3][CH:2]=1.B(Br)(Br)Br.Cl>ClCCl>[C:1]1([C:7](=[O:23])[CH:8]=[CH:9][C:10]2[CH:15]=[C:14]([C:16]([F:19])([F:18])[F:17])[C:13]([OH:20])=[C:12]([OH:21])[CH:11]=2)[CH:2]=[CH:3][CH:4]=[CH:5][CH:6]=1. Procedure details: To a solution containing 0.32 g of the above product obtained in Example 85 in 10 ml of dichloromethane 3 ml of 1 molar BBr3 --CH2Cl2 was added. The mixture was stirred for 20 min at room temperature, acidified with 10 ml 2 N hydrochloric acid and extracted with dichloromethane. The solvent was evaporated in reduced pressure and the residue crystallized from acetone-dichloromethane. Yield 0.07 g (23%), m.p. 196°-201° C. Solvent: mixture, C(C)(C)O (isopropyl alcohol). Isolated yield 87.7%. RXN SMILES: [CH3:1][C:2]1[CH2:22][S:21][C@@H:5]2[C@H:6]([NH:9][C:10]([C@H:12]([NH2:20])[C:13]3[CH:14]=[CH:15][C:16]([OH:19])=[CH:17][CH:18]=3)=[O:11])[C:7](=[O:8])[N:4]2[C:3]=1[C:23]([OH:25])=[O:24].CNC=[O:29].CO>C(O)(C)C>[CH3:1][C:2]1[CH2:22][S:21][C@@H:5]2[C@H:6]([NH:9][C:10]([C@H:12]([NH2:20])[C:13]3[CH:18]=[CH:17][C:16]([OH:19])=[CH:15][CH:14]=3)=[O:11])[C:7](=[O:8])[N:4]2[C:3]=1[C:23]([OH:25])=[O:24].[CH3:1][C:2]1[CH2:22][S:21][C@@H:5]2[C@H:6]([NH:9][C:10]([C@H:12]([NH2:20])[C:13]3[CH:18]=[CH:17][C:16]([OH:19])=[CH:15][CH:14]=3)=[O:11])[C:7](=[O:8])[N:4]2[C:3]=1[C:23]([OH:25])=[O:24].[OH2:29] |f:0.1,4.5.6|. Yields the product CC1=C(N2[C@@H]([C@@H](C2=O)NC(=O)[C@@H](C3=CC=C(C=C3)O)N)SC1)C(=O)O.CC1=C(N2[C@@H]([C@@H](C2=O)NC(=O)[C@@H](C3=CC=C(C=C3)O)N)SC1)C(=O)O.O (cefadroxil hemihydrate). Starting materials: CC1=C(N2[C@@H]([C@@H](C2=O)NC(=O)[C@@H](C=3C=CC(=CC3)O)N)SC1)C(=O)O.CNC=O (Cefadroxil monomethylformamide), CO (methanol). Procedure: Cefadroxil monomethylformamide solvate (30 g) prepared according to Example 3 was slurried in 150 ml of a mixture 1:1 of methanol and isopropyl alcohol at 52° C. After 70' at 52° C. the mixture was cooled to 10° C., filtered and washed with acetone to yield 23.2 g of crystalline cefadroxil hemihydrate. Run at temperature 10 celsius. Reactants: O=C([O-])[O-], CCCI, Cc1nc(N2CCc3ccccc3CC2)c(C#N)c(=O)[nH]1, CN(C)C=O, [K+], [K+]. The product is CCCn1c(C)nc(N2CCc3ccccc3CC2)c(C#N)c1=O. Reaction SMILES: [C:26](=[O:27])([O-:28])[O-:29].[CH2:22]([CH2:23][CH3:24])[I:25].[CH3:1][c:2]1[nH:3][c:4](=[O:21])[c:5]([C:19]#[N:20])[c:6]([N:8]2[CH2:9][CH2:10][c:11]3[c:12]([cH:15][cH:16][cH:17][cH:18]3)[CH2:13][CH2:14]2)[n:7]1.[CH3:32][N:33]([CH3:34])[CH:35]=[O:36].[K+:30].[K+:31]>>[CH3:1][c:2]1[n:3]([CH2:22][CH2:23][CH3:24])[c:4](=[O:21])[c:5]([C:19]#[N:20])[c:6]([N:8]2[CH2:9][CH2:10][c:11]3[c:12]([cH:15][cH:16][cH:17][cH:18]3)[CH2:13][CH2:14]2)[n:7]1.